Dataset: the Open Reaction Database (ORD), a public repository of structured organic reaction records. Task: describe an organic reaction: reactants, conditions, products, and yield Starting materials: NC1=NC=CC=C1S(=O)(=O)N (2-aminopyridine-3-sulfonamide), C(OCC)([O-])[O-] (ethyl orthoformate). The product is S1(N=CNC2=C1C=CC=N2)(=O)=O (4H-Pyrido[2,3-e][1,2,4]thiadiazine 1,1-dioxide). Reaction SMILES: [NH2:1][C:2]1[C:7]([S:8]([NH2:11])(=[O:10])=[O:9])=[CH:6][CH:5]=[CH:4][N:3]=1.[CH:12]([O-])([O-])OCC>>[S:8]1(=[O:9])(=[O:10])[C:7]2[CH:6]=[CH:5][CH:4]=[N:3][C:2]=2[NH:1][CH:12]=[N:11]1. Procedure details: A mixture of 2 g of 2-aminopyridine-3-sulfonamide (Preparation 6) and 20 cm3 of ethyl orthoformate is brought to reflux for 1 hour. After cooling, the crystalline precipitate obtained is collected on a filter and washed with ether. The reactants are FC1=CC=C(C#N)C=C1 (4-fluorobenzonitrile), C(C)(C)(C)C=1C=C(C(O)=CC1)O (4-tert-butylcatechol). The product is C(#N)C1=CC=C(OC2=C(C=C(C=C2)C(C)(C)C)OC2=CC=C(C=C2)C#N)C=C1 (1,2-bis-(4-cyanophenoxy)-4-tert-butylbenzene). The yield is 96.1%. Reaction SMILES: F[C:2]1[CH:9]=[CH:8][C:5]([C:6]#[N:7])=[CH:4][CH:3]=1.[C:10]([C:14]1[CH:15]=[C:16]([OH:21])[C:17](=[CH:19][CH:20]=1)[OH:18])([CH3:13])([CH3:12])[CH3:11]>>[C:6]([C:5]1[CH:8]=[CH:9][C:2]([O:18][C:17]2[CH:19]=[CH:20][C:14]([C:10]([CH3:13])([CH3:11])[CH3:12])=[CH:15][C:16]=2[O:21][C:2]2[CH:9]=[CH:8][C:5]([C:6]#[N:7])=[CH:4][CH:3]=2)=[CH:3][CH:4]=1)#[N:7]. Reported procedure: The compound 4-fluorobenzonitrile was reacted with 4-tert-butylcatechol according to the procedure of Example 1. The product was recrystallized from methanol/water (3:1) to give a 96.1% yield of the title compound with the formula: ##STR12## The reactants are N[C@@H]1CC[C@H](CC1)NC1=NC=2N(C(=C1C)N(C(=O)OC(C)(C)C)C1=CC(=CC=C1)I)N=CC2 (N-{5-[(trans-4-aminocyclohexyl)amino]-6-methyl(pyrazolo[1,5-a]pyrimidin-7-yl)}(tert-butoxy)-N-(3-iodophenyl)carboxamide), C1(=CC=CC=C1)P(C1=CC=CC=C1)C1=CC=CC=C1 (triphenylphosphine), N1=CC(=CC=C1)B(O)O (pyridine-3-boronic acid), Na2CO3 palladium (II) acetate. The product is N[C@@H]1CC[C@H](CC1)NC1=NC=2N(C(=C1C)NC1=CC(=CC=C1)C=1C=NC=CC1)N=CC2 ({5-[(trans-4-aminocyclohexyl)amino]-6-methyl(pyrazolo[1,5-a]pyrimidin-7-yl)}(3-(3-pyridyl)phenyl)amine). Yield: 15.0%. As a reaction SMILES: [NH2:1][C@H:2]1[CH2:7][CH2:6][C@H:5]([NH:8][C:9]2[C:14]([CH3:15])=[C:13]([N:16]([C:24]3[CH:29]=[CH:28][CH:27]=[C:26](I)[CH:25]=3)C(OC(C)(C)C)=O)[N:12]3[N:31]=[CH:32][CH:33]=[C:11]3[N:10]=2)[CH2:4][CH2:3]1.[N:34]1[CH:39]=[CH:38][CH:37]=[C:36](B(O)O)[CH:35]=1.C1(P(C2C=CC=CC=2)C2C=CC=CC=2)C=CC=CC=1>>[NH2:1][C@H:2]1[CH2:7][CH2:6][C@H:5]([NH:8][C:9]2[C:14]([CH3:15])=[C:13]([NH:16][C:24]3[CH:29]=[CH:28][CH:27]=[C:26]([C:36]4[CH:35]=[N:34][CH:39]=[CH:38][CH:37]=4)[CH:25]=3)[N:12]3[N:31]=[CH:32][CH:33]=[C:11]3[N:10]=2)[CH2:4][CH2:3]1. Procedure: The title compound and Boc protected intermediate were synthesised in the same manner as above using N-{5-[(trans-4-aminocyclohexyl)amino]-6-methyl(pyrazolo[1,5-a]pyrimidin-7-yl)}(tert-butoxy)-N-(3-iodophenyl)carboxamide, pyridine-3-boronic acid, Na2CO3 palladium (II) acetate and triphenylphosphine. The title compound (6.1 mg, 15% yield as 3 trifluoroacetic acids salt) was obtained. The HPLC retention time and ESI/MS data for this compound are shown below.